This data is from the Open Reaction Database (ORD), a public repository of structured organic reaction records. The task is: describe an organic reaction: reactants, conditions, products, and yield Reactants: CN1C2=C(C(C(=C1)C(=O)OCC)=O)C=C(S2)CN2CCOCC2 (ethyl 7-methyl-2-(4-morpholinylmethyl)-4-oxo-4,7-dihydrothieno[2,3-b]pyridine-5-carboxylate), FC1=CC=C(CN)C=C1 (4-fluorobenzylamine). The yield is 50.0%. Reaction SMILES: [CH3:1][N:2]1[CH:7]=[C:6]([C:8](OCC)=[O:9])[C:5](=[O:13])[C:4]2[CH:14]=[C:15]([CH2:17][N:18]3[CH2:23][CH2:22][O:21][CH2:20][CH2:19]3)[S:16][C:3]1=2.[F:24][C:25]1[CH:32]=[CH:31][C:28]([CH2:29][NH2:30])=[CH:27][CH:26]=1>C1(C)C=CC=CC=1>[F:24][C:25]1[CH:32]=[CH:31][C:28]([CH2:29][NH:30][C:8]([C:6]2[C:5](=[O:13])[C:4]3[CH:14]=[C:15]([CH2:17][N:18]4[CH2:19][CH2:20][O:21][CH2:22][CH2:23]4)[S:16][C:3]=3[N:2]([CH3:1])[CH:7]=2)=[O:9])=[CH:27][CH:26]=1. The product is FC1=CC=C(CNC(=O)C=2C(C3=C(N(C2)C)SC(=C3)CN3CCOCC3)=O)C=C1 (N-(4-Fluorobenzyl)-7-methyl-2-(4-morpholinylmethyl)-4-oxo-4,7-dihydrothieno[2,3-b]pyridine-5-carboxamide). The solvent is C1(=CC=CC=C1)C (toluene). Procedure details: A mixture of ethyl 7-methyl-2-(4-morpholinylmethyl)-4-oxo-4,7-dihydrothieno[2,3-b]pyridine-5-carboxylate (0.300 g) from Preparation No. 4 and 4-fluorobenzylamine (1.02 mL) is stirred at 175° C. for 3 h. The reaction mixture is allowed to cool for several minutes and is then diluted with toluene (15 mL). The resulting off-white precipitate is filtered off and recrystallized from acetonitrile then ethanol to yield 0.184 g (50%) of the title compound as a white, crystalline solid. Reactants: CN1CCCC1=O, Cn1cnc2c(C#N)nc(-c3ccc(OCCOS(C)(=O)=O)c(C(F)(F)F)c3)cc21, [H-], [Na+], O=C1NCCO1. Yields the product Cn1cnc2c(C#N)nc(-c3ccc(OCCN4CCOC4=O)c(C(F)(F)F)c3)cc21. RXN SMILES: [CH3:39][N:40]1[CH2:41][CH2:42][CH2:43][C:44]1=[O:45].[CH3:9][S:10]([O:11][CH2:14][CH2:15][O:16][c:17]1[c:18]([C:35]([F:36])([F:37])[F:38])[cH:19][c:20](-[c:23]2[cH:24][c:25]3[c:26]([c:27]([C:29]#[N:30])[n:28]2)[n:31][cH:32][n:33]3[CH3:34])[cH:21][cH:22]1)(=[O:12])=[O:13].[H-:7].[Na+:8].[O:1]1[C:2](=[O:6])[NH:3][CH2:4][CH2:5]1>>[O:1]1[C:2](=[O:6])[N:3]([CH2:14][CH2:15][O:16][c:17]2[c:18]([C:35]([F:36])([F:37])[F:38])[cH:19][c:20](-[c:23]3[cH:24][c:25]4[c:26]([c:27]([C:29]#[N:30])[n:28]3)[n:31][cH:32][n:33]4[CH3:34])[cH:21][cH:22]2)[CH2:4][CH2:5]1.